Task: describe an organic reaction: reactants, conditions, products, and yield. Dataset: the Open Reaction Database (ORD), a public repository of structured organic reaction records Starting materials: CCO, Cl, [Na+], C1CCOC1, [OH-], CCOC(=O)CCc1cn(Cc2ccc(OCc3csc(-c4ccncc4)n3)cc2)cc1-c1ccccc1. Yields the product O=C(O)CCc1cn(Cc2ccc(OCc3csc(-c4ccncc4)n3)cc2)cc1-c1ccccc1. Reaction SMILES: [CH3:47][CH2:48][OH:49].[ClH:46].[Na+:40].[O:41]1[CH2:42][CH2:43][CH2:44][CH2:45]1.[OH-:39].[c:1]1(-[c:7]2[c:8]([CH2:32][CH2:33][C:34](=[O:35])[O:36][CH2:37][CH3:38])[cH:9][n:10]([CH2:12][c:13]3[cH:14][cH:15][c:16]([O:19][CH2:20][c:21]4[n:22][c:23](-[c:26]5[cH:27][cH:28][n:29][cH:30][cH:31]5)[s:24][cH:25]4)[cH:17][cH:18]3)[cH:11]2)[cH:2][cH:3][cH:4][cH:5][cH:6]1>>[c:1]1(-[c:7]2[c:8]([CH2:32][CH2:33][C:34](=[O:35])[OH:36])[cH:9][n:10]([CH2:12][c:13]3[cH:14][cH:15][c:16]([O:19][CH2:20][c:21]4[n:22][c:23](-[c:26]5[cH:27][cH:28][n:29][cH:30][cH:31]5)[s:24][cH:25]4)[cH:17][cH:18]3)[cH:11]2)[cH:2][cH:3][cH:4][cH:5][cH:6]1. The reactants are NC1=C(NC(=C1)C(C)(C)C)C(=O)OC (methyl 3-amino-5-tert-butylpyrrole-2-carboxylate), ClC1=C(C=CC=C1Cl)N=C=O (2,3-dichlorophenyl isocyanate). Solvent: C(Cl)Cl (CH2Cl2), C(Cl)Cl (CH2Cl2). Run at time 8 hour. The product is C(=O)(OC)C=1NC(=CC1NC(=O)NC1=C(C(=CC=C1)Cl)Cl)C(C)(C)C (N-(2-carbomethoxy-5-tert-butyl-3-pyrrolyl)-N′-(2,3-dichlorophenyl)urea). The yield is 72.3%. Reaction SMILES: [NH2:1][C:2]1[CH:6]=[C:5]([C:7]([CH3:10])([CH3:9])[CH3:8])[NH:4][C:3]=1[C:11]([O:13][CH3:14])=[O:12].[Cl:15][C:16]1[C:21]([Cl:22])=[CH:20][CH:19]=[CH:18][C:17]=1[N:23]=[C:24]=[O:25]>C(Cl)Cl>[C:11]([C:3]1[NH:4][C:5]([C:7]([CH3:10])([CH3:8])[CH3:9])=[CH:6][C:2]=1[NH:1][C:24]([NH:23][C:17]1[CH:18]=[CH:19][CH:20]=[C:21]([Cl:22])[C:16]=1[Cl:15])=[O:25])([O:13][CH3:14])=[O:12]. Procedure: To a solution of methyl 3-amino-5-tert-butylpyrrole-2-carboxylate (0.99 g, 5.00 mmol) in anh. CH2Cl2 (50 ml) at room temp. was added a solution of 2,3-dichlorophenyl isocyanate (0.948 g, 5.00 mmol) in CH2Cl2 (10 mL) and the resulting mixture was allowed to stir overnight. The resulting white precipitate formed overnight was separated and washed with CH2Cl2 to give the desired urea (1.39 g, 67%) as a white powder: mp 200-201° C.; 1H-NMR (DMSO-d6) δ1.23 (s, 9H), 3.78 (s, 3H), 6.50 (d, J=2.95 Hz, 1...